Dataset: the Open Reaction Database (ORD), a public repository of structured organic reaction records. Task: describe an organic reaction: reactants, conditions, products, and yield Starting materials: BrCc1ccccc1, O=C([O-])[O-], ClCCl, [Cs+], [Cs+], O=C(O)c1ccc(Br)cc1F. Yields the product O=C(OCc1ccccc1)c1ccc(Br)cc1F. Reaction SMILES: [Br:1][CH2:2][c:3]1[cH:4][cH:5][cH:6][cH:7][cH:8]1.[C:20](=[O:21])([O-:22])[O-:23].[Cl:26][CH2:27][Cl:28].[Cs+:24].[Cs+:25].[F:9][c:10]1[c:11]([C:12](=[O:13])[OH:14])[cH:15][cH:16][c:17]([Br:19])[cH:18]1>>[CH2:2]([c:3]1[cH:4][cH:5][cH:6][cH:7][cH:8]1)[O:14][C:12]([c:11]1[c:10]([F:9])[cH:18][c:17]([Br:19])[cH:16][cH:15]1)=[O:13]. Starting materials: CC1=NC2=C(N1)C=CC=C2 (2-methyl-1H-benzimidazole), [H-].[Na+] (Sodium hydride), BrCCCSCCCBr (bis(3-bromopropyl)sulfide), [I-].[Na+] (sodium iodide). Run in CS(=O)C (dimethylsulfoxide), CC(=O)C (acetone), C(C)(=O)OCC (ethyl acetate), C(C)(=O)OCC (ethyl acetate), CCCCCC (hexane), CS(=O)C (dimethylsulfoxide). Run at temperature 0 celsius, time 5 hour. Product: BrCCCSCCCN1C(=NC2=C1C=CC=C2)C (1-[3-(3-bromopropyl)thiopropyl]-2-methyl-1H-benzimidazole). The yield is 13.8%. As a reaction SMILES: [H-].[Na+].[CH3:3][C:4]1[NH:8][C:7]2[CH:9]=[CH:10][CH:11]=[CH:12][C:6]=2[N:5]=1.[Br:13][CH2:14][CH2:15][CH2:16][S:17][CH2:18][CH2:19][CH2:20]Br.[I-].[Na+]>CCCCCC.CS(C)=O.CC(C)=O.C(OCC)(=O)C>[Br:13][CH2:14][CH2:15][CH2:16][S:17][CH2:18][CH2:19][CH2:20][N:5]1[C:6]2[CH:12]=[CH:11][CH:10]=[CH:9][C:7]=2[N:8]=[C:4]1[CH3:3] |f:0.1,4.5|. Procedure: Part A. Sodium hydride (0.11 g of 50% mineral oil suspension, 4.64 mmol) was washed with hexane, and dried under vacuum, then suspended in dimethylsulfoxide and cooled to 0° C. A solution of 2-methyl-1H-benzimidazole (0.61 g, 4.64 mmol) in dimethylsulfoxide (5 mL) was added dropwise. The ice bath was removed, and the mixture was allowed to stir for 5 hours. A solution of bis(3-bromopropyl)sulfide (Example 366, Part A; 2.56 g, 9.27 mmol) in dimethylsulfoxide (5 mL), along with sodium iodide (0.35... Reactants: COC([C@@H](N)CC1=CC=C(C=C1)C=1C(N(C(N(C1C)C)=O)C)=O)=O (4-(1,3,6-trimethyl-2,4-dioxo-5-pyrimidinyl)-L-phenylalanine methyl ester), ClC1=C(C(=O)O)C(=CC=C1)C (2-chloro-6-methylbenzoic acid). The product is ClC1=C(C(=CC=C1)C)C(=O)N[C@@H](CC1=CC=C(C=C1)C=1C(N(C(N(C1C)C)=O)C)=O)C(=O)O (N-[(2-chloro-6-methylphenyl)carbonyl]-4-(1,3,6-trimethyl-2,4-dioxo-5-pyrimidinyl)-L-phenylalanine). Reaction SMILES: C[O:2][C:3](=[O:24])[C@H:4]([CH2:6][C:7]1[CH:12]=[CH:11][C:10]([C:13]2[C:14](=[O:23])[N:15]([CH3:22])[C:16](=[O:21])[N:17]([CH3:20])[C:18]=2[CH3:19])=[CH:9][CH:8]=1)[NH2:5].[Cl:25][C:26]1[CH:34]=[CH:33][CH:32]=[C:31]([CH3:35])[C:27]=1[C:28](O)=[O:29]>>[Cl:25][C:26]1[CH:34]=[CH:33][CH:32]=[C:31]([CH3:35])[C:27]=1[C:28]([NH:5][C@H:4]([C:3]([OH:2])=[O:24])[CH2:6][C:7]1[CH:12]=[CH:11][C:10]([C:13]2[C:14](=[O:23])[N:15]([CH3:22])[C:16](=[O:21])[N:17]([CH3:20])[C:18]=2[CH3:19])=[CH:9][CH:8]=1)=[O:29]. Procedure details: N-[(2-chloro-6-methylphenyl)carbonyl]-4-(1,3,6-trimethyl-2,4-dioxo-5-pyrimidinyl)-L-phenylalanine was prepared from 4-(1,3,6-trimethyl-2,4-dioxo-5-pyrimidinyl)-L-phenylalanine methyl ester and 2-chloro-6-methylbenzoic acid using the general procedures described in example 7 and was obtained as a white solid: mp 238-240° C. FAB-HRMS m/e calcd for C24H24ClN3O5 (M+H) 470.1483, found 470.1489. The reactants are COC(=O)C(CNC(=O)OC(C)(C)C)NC(=O)c1sc(C(=O)NCc2cccc(O)c2)cc1C#N, Cl, C1COCCO1. The product is COC(=O)C(CN)NC(=O)c1sc(C(=O)NCc2cccc(O)c2)cc1C#N, Cl. Reaction SMILES: [CH3:1][O:2][C:3]([CH:4]([CH2:5][NH:6][C:7]([O:8][C:9]([CH3:10])([CH3:11])[CH3:12])=[O:13])[NH:14][C:15](=[O:16])[c:17]1[s:18][c:19]([C:24]([NH:25][CH2:26][c:27]2[cH:28][c:29]([OH:33])[cH:30][cH:31][cH:32]2)=[O:34])[cH:20][c:21]1[C:22]#[N:23])=[O:35].[ClH:36].[O:37]1[CH2:38][CH2:39][O:40][CH2:41][CH2:42]1>>[CH3:1][O:2][C:3]([CH:4]([CH2:5][NH2:6])[NH:14][C:15](=[O:16])[c:17]1[s:18][c:19]([C:24]([NH:25][CH2:26][c:27]2[cH:28][c:29]([OH:33])[cH:30][cH:31][cH:32]2)=[O:34])[cH:20][c:21]1[C:22]#[N:23])=[O:35].[ClH:36]. Reactants: [H-].[Al+3].[Li+].[H-].[H-].[H-] (lithium aluminum hydride), O1CCCC1 (tetrahydrofuran), CC1=CC=C(C=C1)S(=O)(=O)OC[C@H](CCC(C(C)(C)OC(C)OCC)(F)F)[C@H]1CC[C@H]2[C@@H]3CC=C4C[C@H](C[C@@H]([C@]4(C)[C@H]3CC[C@]12C)OC1OCCCC1)OC1OCCCC1 ([1α,3β]-1,3-bis[(tetrahydro-2H-pyran-2-yl)oxy]-25-(1-ethoxyethoxy)-24,24-difluorocholest-5-en-21-ol 21-(4-methylbenzenesulfonate)). Solvent: CCOCC (ether). Reaction conditions: temperature 0 celsius, time 1 hour. Product: O1C(CCCC1)O[C@H]1C[C@@H](CC2=CC[C@H]3[C@@H]4CC[C@H]([C@@H](CCC(C(C)(C)OC(C)OCC)(F)F)C)[C@]4(CC[C@@H]3[C@@]12C)C)OC1OCCCC1 ([1α,3β]-1,3-bis[(tetrahydro-2H-pyran-2-yl)oxy]-25-(1-ethoxyethoxy)-24,24-difluorocholest-5-ene). RXN SMILES: [H-].[Al+3].[Li+].[H-].[H-].[H-].O1CCCC1.CC1C=CC(S(O[CH2:23][C@@H:24]([C@@H:39]2[C@:56]3([CH3:57])[C@H:42]([C@H:43]4[C@H:53]([CH2:54][CH2:55]3)[C@:51]3([CH3:52])[C:46]([CH2:47][C@@H:48]([O:65][CH:66]5[CH2:71][CH2:70][CH2:69][CH2:68][O:67]5)[CH2:49][C@@H:50]3[O:58][CH:59]3[CH2:64][CH2:63][CH2:62][CH2:61][O:60]3)=[CH:45][CH2:44]4)[CH2:41][CH2:40]2)[CH2:25][CH2:26][C:27]([F:38])([F:37])[C:28]([O:31][CH:32]([O:34][CH2:35][CH3:36])[CH3:33])([CH3:30])[CH3:29])(=O)=O)=CC=1>CCOCC>[O:60]1[CH2:61][CH2:62][CH2:63][CH2:64][CH:59]1[O:58][C@@H:50]1[C@@:51]2([CH3:52])[C:46](=[CH:45][CH2:44][C@@H:43]3[C@@H:53]2[CH2:54][CH2:55][C@@:56]2([CH3:57])[C@H:42]3[CH2:41][CH2:40][C@@H:39]2[C@H:24]([CH3:23])[CH2:25][CH2:26][C:27]([F:37])([F:38])[C:28]([O:31][CH:32]([O:34][CH2:35][CH3:36])[CH3:33])([CH3:30])[CH3:29])[CH2:47][C@@H:48]([O:65][CH:66]2[CH2:71][CH2:70][CH2:69][CH2:68][O:67]2)[CH2:49]1 |f:0.1.2.3.4.5|. Procedure details: A mixture of 0.410 g (0.0108 mol) of lithium aluminum hydride, 50 mL of tetrahydrofuran and 2.98 g (0.0033 mol) of [1α,3β]-1,3-bis[(tetrahydro-2H-pyran-2-yl)oxy]-25-(1-ethoxyethoxy)-24,24-difluorocholest-5-en-21-ol 21-(4-methylbenzenesulfonate) was heated at reflux (60°) for 1 hr and cooled to 0° C. The mixture was diluted with 120 mL of ether and quenched with the dropwise addition of 0.82 mL of water and 0.65 mL of 10% aqueous sodium hydroxide solution. The mixture was then stirred for 1 hr an...